Task: describe an organic reaction: reactants, conditions, products, and yield. Dataset: the Open Reaction Database (ORD), a public repository of structured organic reaction records Starting materials: C(C)(C)(C)OC(=O)N1CC(NCC1)C(=O)OC (Methyl 4-tert-butoxycarbonylpiperazine-2-carboxylate), C1(=CC=CC2=CC=CC=C12)C=O (naphthalene-1-carboxaldehyde), C(#N)[BH3-].[Na+] (sodium cyanoborohydride), C(C)(=O)O (acetic acid). Solvent: CO (methanol). Reaction conditions: time 8 hour. The product is C(C)(C)(C)OC(=O)N1CC(N(CC1)CC1=CC=CC2=CC=CC=C12)C(=O)OC (Methyl 4-tert-butoxycarbonyl-1-(1-naphthylmethyl)-piperazine-2-carboxylate). As a reaction SMILES: [C:1]([O:5][C:6]([N:8]1[CH2:13][CH2:12][NH:11][CH:10]([C:14]([O:16][CH3:17])=[O:15])[CH2:9]1)=[O:7])([CH3:4])([CH3:3])[CH3:2].[C:18]1([CH:28]=O)[C:27]2[C:22](=[CH:23][CH:24]=[CH:25][CH:26]=2)[CH:21]=[CH:20][CH:19]=1.C([BH3-])#N.[Na+].C(O)(=O)C>CO>[C:1]([O:5][C:6]([N:8]1[CH2:13][CH2:12][N:11]([CH2:28][C:18]2[C:27]3[C:22](=[CH:23][CH:24]=[CH:25][CH:26]=3)[CH:21]=[CH:20][CH:19]=2)[CH:10]([C:14]([O:16][CH3:17])=[O:15])[CH2:9]1)=[O:7])([CH3:4])([CH3:3])[CH3:2] |f:2.3|. Procedure details: The product from Step B was dissolved in methanol (20 mL) with naphthalene-1-carboxaldehyde (0.67 mL, 4.7 mmol), sodium cyanoborohydride (0.350 g, 5.6 mmol) at pH 6 (adjusted with acetic acid) and the reaction stirred overnight. The solvent was evaporated and the residue partitioned between ethyl acetate and saturated sodium bicarbonate. The organic phase was washed with saturated sodium chloride solution and dried over magnesium sulfate. The crude product was chromatographed on silica gel with ... Product: CN(c1ccc(O)cc1)c1ccc2cc(Cl)cc(Cl)c2n1. Reactants: CNc1ccc(O)cc1, Clc1cc(Cl)c2nc(Cl)ccc2c1, O=S(=O)(O)O, c1ccc2ncccc2c1. RXN SMILES: [CH3:19][NH:20][c:21]1[cH:22][cH:23][c:24]([OH:27])[cH:25][cH:26]1.[Cl:1][c:2]1[n:3][c:4]2[c:5]([Cl:13])[cH:6][c:7]([Cl:12])[cH:8][c:9]2[cH:10][cH:11]1.[S:14]([OH:15])([OH:16])(=[O:17])=[O:18].[cH:28]1[cH:29][c:30]2[c:31]([n:32][cH:33][cH:34][cH:35]2)[cH:36][cH:37]1>>[c:2]1([N:20]([CH3:19])[c:21]2[cH:22][cH:23][c:24]([OH:27])[cH:25][cH:26]2)[n:3][c:4]2[c:5]([Cl:13])[cH:6][c:7]([Cl:12])[cH:8][c:9]2[cH:10][cH:11]1. The reactants are CCO, [Na+], [OH-], CCOC(=O)C(C)CC(Cc1ccc(-c2ccccc2)cc1)NC(=O)c1cccc(C(=O)O)c1. Yields the product CC(CC(Cc1ccc(-c2ccccc2)cc1)NC(=O)c1cccc(C(=O)O)c1)C(=O)O. RXN SMILES: [CH3:37][CH2:38][OH:39].[Na+:36].[OH-:35].[c:1]1(-[c:29]2[cH:30][cH:31][cH:32][cH:33][cH:34]2)[cH:2][cH:3][c:4]([CH2:7][CH:8]([CH2:9][CH:10]([CH3:11])[C:12](=[O:13])[O:14][CH2:15][CH3:16])[NH:17][C:18]([c:19]2[cH:20][c:21]([C:22](=[O:23])[OH:24])[cH:25][cH:26][cH:27]2)=[O:28])[cH:5][cH:6]1>>[c:1]1(-[c:29]2[cH:30][cH:31][cH:32][cH:33][cH:34]2)[cH:2][cH:3][c:4]([CH2:7][CH:8]([CH2:9][CH:10]([CH3:11])[C:12](=[O:13])[OH:14])[NH:17][C:18]([c:19]2[cH:20][c:21]([C:22](=[O:23])[OH:24])[cH:25][cH:26][cH:27]2)=[O:28])[cH:5][cH:6]1.